From a dataset of the Open Reaction Database (ORD), a public repository of structured organic reaction records. describe an organic reaction: reactants, conditions, products, and yield The reactants are C1CCNCC1, CN(C)C=O, CCN(C(C)C)C(C)C, O=C1c2c(-c3ccccc3)noc2CCC1CCCCl, [I-], [Na+]. The product is O=C1c2c(-c3ccccc3)noc2CCC1CCCN1CCCCC1. As a reaction SMILES: [CH2:30]1[CH2:31][CH2:32][NH:33][CH2:34][CH2:35]1.[CH3:38][N:39]([CH3:40])[CH:41]=[O:42].[CH:21]([N:22]([CH:23]([CH3:24])[CH3:25])[CH2:26][CH3:27])([CH3:28])[CH3:29].[Cl:1][CH2:2][CH2:3][CH2:4][CH:5]1[CH2:6][CH2:7][c:8]2[c:9]([c:10](-[c:13]3[cH:14][cH:15][cH:16][cH:17][cH:18]3)[n:11][o:12]2)[C:19]1=[O:20].[I-:37].[Na+:36]>>[CH2:2]([CH2:3][CH2:4][CH:5]1[CH2:6][CH2:7][c:8]2[c:9]([c:10](-[c:13]3[cH:14][cH:15][cH:16][cH:17][cH:18]3)[n:11][o:12]2)[C:19]1=[O:20])[N:33]1[CH2:32][CH2:31][CH2:30][CH2:35][CH2:34]1. Starting materials: CN1N=CC(=C1)C=1C=C2C(=NC1)NC=C2 (5-(1-Methyl-1H-pyrazol-4-yl)-1H-pyrrolo[2,3-b]pyridine), ClC1=C(C=O)C(=CC=C1OCC(F)(F)F)Cl (2,6-dichloro-3-(2,2,2-trifluoro-ethoxy)-benzaldehyde), [OH-].[K+] (potassium hydroxide), O (water). The solvent is CO (methanol). Conditions: time 8 hour. Product: ClC1=C(C(=CC=C1OCC(F)(F)F)Cl)C(O)C1=CNC2=NC=C(C=C21)C=2C=NN(C2)C ([2,6-dichloro-3-(2,2,2-trifluoro-ethoxy)-phenyl]-[5-(1-methyl-1H-pyrazol-4-yl)-1H-pyrrolo[2,3-b]pyridin-3-yl]-methanol). Isolated yield 74.9%. Reaction SMILES: [CH3:1][N:2]1[CH:6]=[C:5]([C:7]2[CH:8]=[C:9]3[CH:15]=[CH:14][NH:13][C:10]3=[N:11][CH:12]=2)[CH:4]=[N:3]1.[Cl:16][C:17]1[C:24]([O:25][CH2:26][C:27]([F:30])([F:29])[F:28])=[CH:23][CH:22]=[C:21]([Cl:31])[C:18]=1[CH:19]=[O:20].[OH-].[K+].O>CO>[Cl:16][C:17]1[C:24]([O:25][CH2:26][C:27]([F:29])([F:30])[F:28])=[CH:23][CH:22]=[C:21]([Cl:31])[C:18]=1[CH:19]([C:15]1[C:9]2[C:10](=[N:11][CH:12]=[C:7]([C:5]3[CH:4]=[N:3][N:2]([CH3:1])[CH:6]=3)[CH:8]=2)[NH:13][CH:14]=1)[OH:20] |f:2.3|. Procedure: To 5-(1-methyl-1H-pyrazol-4-yl)-1H-pyrrolo[2,3-b]pyridine (109, 100.0 mg, 0.51 mmol, prepared as described in Example 35) in methanol (30 mL) were added 2,6-dichloro-3-(2,2,2-trifluoro-ethoxy)-benzaldehyde (115, 154 mg, 0.56 mmol) and potassium hydroxide (596.0 mg, 10.62 mmol) under an atmosphere of nitrogen. The reaction was stirred at room temperature overnight. The reaction was poured into water and extracted with ethyl acetate. The organic layer was dried over anhydrous sodium sulfate and fi...